From a dataset of the Open Reaction Database (ORD), a public repository of structured organic reaction records. describe an organic reaction: reactants, conditions, products, and yield The reactants are C(C)(C)(C)C1=CC=C(CNCC(O)C2=CC(=C(C=C2)Cl)Cl)C=C1 ([rac]-(4-tert-butyl-benzyl)-[2-(3,4-dichloro-phenyl)-2-hydroxy-ethyl]-amine), ClC=1C=C2C=CNC2=C(C1)C(=O)O (5-chloro-1H-indole-7-carboxylic acid), CN(C)C(=[N+](C)C)ON1C2=C(C=CC=C2)N=N1.[B-](F)(F)(F)F (TBTU), C(C)(C)N(C(C)C)CC (N,N-diisopropyl-ethyl amine). Solvent: CN(C)C=O (DMF), O (water). Run at time 5 minute. Product: C(C)(C)(C)C1=CC=C(CN(C(=O)C=2C=C(C=C3C=CNC23)Cl)CC(O)C2=CC(=C(C=C2)Cl)Cl)C=C1 ([rac]-5-Chloro-1H-indole-7-carboxylic acid (4-tert-butyl-benzyl)-[2-(3,4-dichloro-phenyl)-2-hydroxy-ethyl]-amide). The yield is 44.8%. Reaction SMILES: [Cl:1][C:2]1[CH:3]=[C:4]2[C:8](=[C:9]([C:11]([OH:13])=O)[CH:10]=1)[NH:7][CH:6]=[CH:5]2.CN(C(ON1N=NC2C=CC=CC1=2)=[N+](C)C)C.[B-](F)(F)(F)F.C(N(CC)C(C)C)(C)C.[C:45]([C:49]1[CH:67]=[CH:66][C:52]([CH2:53][NH:54][CH2:55][CH:56]([C:58]2[CH:63]=[CH:62][C:61]([Cl:64])=[C:60]([Cl:65])[CH:59]=2)[OH:57])=[CH:51][CH:50]=1)([CH3:48])([CH3:47])[CH3:46]>CN(C=O)C.O>[C:45]([C:49]1[CH:67]=[CH:66][C:52]([CH2:53][N:54]([CH2:55][CH:56]([C:58]2[CH:63]=[CH:62][C:61]([Cl:64])=[C:60]([Cl:65])[CH:59]=2)[OH:57])[C:11]([C:9]2[CH:10]=[C:2]([Cl:1])[CH:3]=[C:4]3[C:8]=2[NH:7][CH:6]=[CH:5]3)=[O:13])=[CH:51][CH:50]=1)([CH3:48])([CH3:46])[CH3:47] |f:1.2|. Reported procedure: To a solution of 31 mg (0.16 mmol) of 5-chloro-1H-indole-7-carboxylic acid and 51 mg of TBTU (0.16 mmol) in 2 ml DMF, were added 0.14 ml (0.79 mmol) of N,N-diisopropyl-ethyl amine. After stirring for 5 min at rt, 81 mg (0.16 mmol) of [rac]-(4-tert-butyl-benzyl)-[2-(3,4-dichloro-phenyl)-2-hydroxy-ethyl]-amine were added. After stirring for 17 h at rt, the reaction mixture was diluted with 20 ml water and extracted with EtOAc (2×). The combined organic phases were washed with water and brine, drie...